Dataset: the Open Reaction Database (ORD), a public repository of structured organic reaction records. Task: describe an organic reaction: reactants, conditions, products, and yield Reactants: COC=1C=C(C(=O)Cl)C=CC1 (3-methoxybenzoyl chloride), C(C)(=O)[O-].[NH4+] (ammonium acetate). Run in CC(=O)C (acetone), ClCCl (dichloromethane). Product: COC=1C=C(C(=O)N)C=CC1 (3-methoxybenzamide). Yield: 49.8%. Reaction SMILES: [CH3:1][O:2][C:3]1[CH:4]=[C:5]([CH:9]=[CH:10][CH:11]=1)[C:6](Cl)=[O:7].C([O-])(=O)C.[NH4+:16]>CC(C)=O.ClCCl>[CH3:1][O:2][C:3]1[CH:4]=[C:5]([CH:9]=[CH:10][CH:11]=1)[C:6]([NH2:16])=[O:7] |f:1.2|. Procedure: 17 g of 3-methoxybenzoyl chloride were dissolved in 200 ml acetone. 15.5 g of ammonium acetate were added to the solution and the reaction mixture was stirred for several hours at room temperature. Then it was dissolved in dichloromethane. The dichloromethane phase was dried by adding sodium carbonate and concentrated. 7.5 g of 3-methoxybenzamide were obtained as a colorless solid. RXN SMILES: [N:1]1[CH:6]=[CH:5][C:4]([N:7]2[CH2:12][CH2:11][CH:10]([C:13](Cl)=[O:14])[CH2:9][CH2:8]2)=[CH:3][CH:2]=1.[CH3:16][CH:17]1[CH2:22][NH:21][CH:20]([CH3:23])[CH2:19][N:18]1[S:24]([C:27]1[CH:36]=[CH:35][C:34]2[C:29](=[CH:30][CH:31]=[CH:32][CH:33]=2)[CH:28]=1)(=[O:26])=[O:25]>>[CH3:16][CH:17]1[CH2:22][N:21]([C:13]([CH:10]2[CH2:11][CH2:12][N:7]([C:4]3[CH:5]=[CH:6][N:1]=[CH:2][CH:3]=3)[CH2:8][CH2:9]2)=[O:14])[CH:20]([CH3:23])[CH2:19][N:18]1[S:24]([C:27]1[CH:36]=[CH:35][C:34]2[C:29](=[CH:30][CH:31]=[CH:32][CH:33]=2)[CH:28]=1)(=[O:26])=[O:25]. The yield is 13.0%. Reactants: N1=CC=C(C=C1)N1CCC(CC1)C(=O)Cl (1-(4-pyridyl)piperidine-4-carbonyl chloride), CC1N(CC(NC1)C)S(=O)(=O)C1=CC2=CC=CC=C2C=C1 ((2RS,5SR)-2,5-dimethyl-1-(2-naphthylsulphonyl)piperazine). Procedure: Using an analogous procedure to that described in Example 1, 1-(4-pyridyl)piperidine-4-carbonyl chloride was reacted with (2RS,5SR)-2,5-dimethyl-1-(2-naphthylsulphonyl)piperazine to give (2RS,5SR)-2,5-dimethyl-1-(2-naphthylsulphonyl)-4-[1-(4-pyridyl)-piperidin-4-ylcarbonyl]piperazine in 13% yield; The product is CC1N(CC(N(C1)C(=O)C1CCN(CC1)C1=CC=NC=C1)C)S(=O)(=O)C1=CC2=CC=CC=C2C=C1 ((2RS,5SR)-2,5-dimethyl-1-(2-naphthylsulphonyl)-4-[1-(4-pyridyl)-piperidin-4-ylcarbonyl]piperazine).